From a dataset of the Open Reaction Database (ORD), a public repository of structured organic reaction records. describe an organic reaction: reactants, conditions, products, and yield Reactants: CC(=O)c1ccc(OCc2ccccc2)c2c1OCC(=O)N2, C[N+](C)(C)Cc1ccccc1, CC(=O)O, CCOCC, ClCCl, O=I(=O)Cl, O=I(=O)Cl, [Na+], O, O=S([O-])O. Yields the product O=C1COc2c(C(=O)CCl)ccc(OCc3ccccc3)c2N1. Reaction SMILES: [C:20]([CH3:21])(=[O:22])[c:23]1[cH:24][cH:25][c:26]([O:34][CH2:35][c:36]2[cH:37][cH:38][cH:39][cH:40][cH:41]2)[c:27]2[c:28]1[O:29][CH2:30][C:31](=[O:33])[NH:32]2.[CH2:9]([N+:10]([CH3:11])([CH3:12])[CH3:13])[c:14]1[cH:15][cH:16][cH:17][cH:18][cH:19]1.[CH3:42][C:43](=[O:44])[OH:45].[CH3:54][CH2:55][O:56][CH2:57][CH3:58].[Cl:51][CH2:52][Cl:53].[I:1]([Cl:2])(=[O:3])=[O:4].[I:5](=[O:6])(=[O:7])[Cl:8].[Na+:50].[OH2:59].[S:46](=[O:47])([OH:48])[O-:49]>>[Cl:8][CH2:21][C:20](=[O:22])[c:23]1[cH:24][cH:25][c:26]([O:34][CH2:35][c:36]2[cH:37][cH:38][cH:39][cH:40][cH:41]2)[c:27]2[c:28]1[O:29][CH2:30][C:31](=[O:33])[NH:32]2.